This data is from the Open Reaction Database (ORD), a public repository of structured organic reaction records. The task is: describe an organic reaction: reactants, conditions, products, and yield Reactants: O=C([O-])O, C1CCOC1, CN1CCOCC1, CC(C)COC(=O)Cl, N#Cc1cnc2ccc(N)cc2c1Nc1ccc(F)c(Cl)c1, [Na+], C=C(CN1CCOCC1)C(=O)O, c1ccncc1. Product: C=C(CN1CCOCC1)C(=O)Nc1ccc2ncc(C#N)c(Nc3ccc(F)c(Cl)c3)c2c1. Reaction SMILES: [C:50](=[O:51])([OH:52])[O-:53].[CH2:55]1[O:56][CH2:57][CH2:58][CH2:59]1.[CH3:13][N:14]1[CH2:15][CH2:16][O:17][CH2:18][CH2:19]1.[Cl:20][C:21]([O:22][CH2:23][CH:24]([CH3:25])[CH3:26])=[O:27].[NH2:28][c:29]1[cH:30][c:31]2[c:32]([NH:41][c:42]3[cH:43][c:44]([Cl:49])[c:45]([F:48])[cH:46][cH:47]3)[c:33]([C:39]#[N:40])[cH:34][n:35][c:36]2[cH:37][cH:38]1.[Na+:54].[O:1]1[CH2:2][CH2:3][N:4]([CH2:7][C:8]([C:9](=[O:10])[OH:11])=[CH2:12])[CH2:5][CH2:6]1.[cH:60]1[cH:61][cH:62][n:63][cH:64][cH:65]1>>[O:1]1[CH2:2][CH2:3][N:4]([CH2:7][C:8]([C:9](=[O:11])[NH:28][c:29]2[cH:30][c:31]3[c:32]([NH:41][c:42]4[cH:43][c:44]([Cl:49])[c:45]([F:48])[cH:46][cH:47]4)[c:33]([C:39]#[N:40])[cH:34][n:35][c:36]3[cH:37][cH:38]2)=[CH2:12])[CH2:5][CH2:6]1.